From a dataset of the Open Reaction Database (ORD), a public repository of structured organic reaction records. describe an organic reaction: reactants, conditions, products, and yield Reactants: CCCC[Sn](CCCC)(CCCC)c1cccc(N2CCOCC2)n1, CCNC(=O)Nc1nc2cc(-c3cccnc3)cc(I)c2s1, CN(C)C=O, c1ccc(P(c2ccccc2)(c2ccccc2)[Pd](P(c2ccccc2)(c2ccccc2)c2ccccc2)(P(c2ccccc2)(c2ccccc2)c2ccccc2)P(c2ccccc2)(c2ccccc2)c2ccccc2)cc1. The product is CCNC(=O)Nc1nc2cc(-c3cccnc3)cc(-c3cccc(N4CCOCC4)n3)c2s1. Reaction SMILES: [CH2:23]([Sn:24]([CH2:25][CH2:26][CH2:27][CH3:40])([c:28]1[cH:29][cH:30][cH:31][c:32]([N:34]2[CH2:35][CH2:36][O:37][CH2:38][CH2:39]2)[n:33]1)[CH2:41][CH2:42][CH2:43][CH3:44])[CH2:45][CH2:46][CH3:47].[I:1][c:2]1[cH:3][c:4](-[c:17]2[cH:18][n:19][cH:20][cH:21][cH:22]2)[cH:5][c:6]2[n:7][c:8]([NH:11][C:12](=[O:13])[NH:14][CH2:15][CH3:16])[s:9][c:10]12.[O:48]=[CH:49][N:50]([CH3:51])[CH3:52].[cH:53]1[cH:54][cH:55][c:56]([P:57]([Pd:58]([P:59]([c:60]2[cH:61][cH:62][cH:63][cH:64][cH:65]2)([c:66]2[cH:67][cH:68][cH:69][cH:70][cH:71]2)[c:72]2[cH:73][cH:74][cH:75][cH:76][cH:77]2)([P:78]([c:79]2[cH:80][cH:81][cH:82][cH:83][cH:84]2)([c:85]2[cH:86][cH:87][cH:88][cH:89][cH:90]2)[c:91]2[cH:92][cH:93][cH:94][cH:95][cH:96]2)[P:97]([c:98]2[cH:99][cH:100][cH:101][cH:102][cH:103]2)([c:104]2[cH:105][cH:106][cH:107][cH:108][cH:109]2)[c:110]2[cH:111][cH:112][cH:113][cH:114][cH:115]2)([c:116]2[cH:117][cH:118][cH:119][cH:120][cH:121]2)[c:122]2[cH:123][cH:124][cH:125][cH:126][cH:127]2)[cH:128][cH:129]1>>[c:2]1(-[c:28]2[cH:29][cH:30][cH:31][c:32]([N:34]3[CH2:35][CH2:36][O:37][CH2:38][CH2:39]3)[n:33]2)[cH:3][c:4](-[c:17]2[cH:18][n:19][cH:20][cH:21][cH:22]2)[cH:5][c:6]2[n:7][c:8]([NH:11][C:12](=[O:13])[NH:14][CH2:15][CH3:16])[s:9][c:10]12. Starting materials: C(C(C)C)C=1C(=C(SC1)C(=O)O)C (4-isobutyl-3-methyl-thiophene-2-carboxylic acid), [Li]CCCC (BuLi), IC (iodomethane). Run in C1CCOC1 (THF). Conditions: temperature -78 celsius, time 1 hour. Yields the product C(C)C1=C(SC=C1CC(C)C)C(=O)O (3-ethyl-4-isobutyl-thiophene-2-carboxylic acid). The yield is 30.6%. RXN SMILES: [CH2:1]([C:5]1[C:6]([CH3:13])=[C:7]([C:10]([OH:12])=[O:11])[S:8][CH:9]=1)[CH:2]([CH3:4])[CH3:3].[Li][CH2:15]CCC.IC>C1COCC1>[CH2:13]([C:6]1[C:5]([CH2:1][CH:2]([CH3:4])[CH3:3])=[CH:9][S:8][C:7]=1[C:10]([OH:12])=[O:11])[CH3:15]. Reported procedure: To a solution of 4-isobutyl-3-methyl-thiophene-2-carboxylic acid (991 mg, 5.0 mmol) in THF (30 mL), tert.-BuLi (7.3 mL, 11 mmol, 1.5 M in pentane) is slowly added at −78° C. The mixture is stirred at −78° C. for 1 h, then iodomethane (1.6 mL, 25.7 mmol) is added. The mixture is stirred and is allowed to warm to rt over a period of 15 h before the reaction is quenched with 1 N aq. HCl (50 mL) and extracted with DCM (1×100 mL, 2×50 mL). The combined organic extracts are dried (MgSO4), filtered and... Starting materials: N1CCOCC1 (morpholine), TEA, CS(=O)(=O)Cl (methanesulfonyl chloride). Run in C(Cl)Cl (DCM). Conditions: temperature -20 celsius, time 2 hour. Yields the product CS(=O)(=O)N1CCOCC1 (4-(methylsulfonyl)morpholine). The yield is 104.1%. As a reaction SMILES: [NH:1]1[CH2:6][CH2:5][O:4][CH2:3][CH2:2]1.[CH3:7][S:8](Cl)(=[O:10])=[O:9]>C(Cl)Cl>[CH3:7][S:8]([N:1]1[CH2:6][CH2:5][O:4][CH2:3][CH2:2]1)(=[O:10])=[O:9]. Procedure: To a solution of morpholine (2.00 mL, 22.96 mmol) in DCM (40 mL) was added TEA (3.20 mL, 22.96 mmol) at about −20° C., then methanesulfonyl chloride (2.68 mL, 34.4 mmol) was added dropwise at about −20° C. The reaction mixture was stirred at about −20° C. for about 2 h, then warmed to rt. The mixture was partitioned with saturated aqueous NH4Cl (100 mL) and DCM (3×50 mL). The combined organic layers were concentrated and purified by silica gel chromatography eluting with a gradient of 0-100% EtO... The reactants are BrC1=CC=C2C(=CNC2=C1)C=1CCN(CC1)C (6-bromo-3-(1-methyl-1,2,3,6-tetrahydro-4-pyridinyl)-1H-indole), COC1=CC=C(C(=O)Cl)C=C1 (4-methoxybenzoyl chloride). Yields the product BrC1=CC=C2C(=CN(C2=C1)C(C1=CC=C(C=C1)OC)=O)C=1CCN(CC1)C (6-Bromo-1-(4-methoxybenzoyl)-3-(1-methyl-1,2,3,6-tetrahydro-4-pyridinyl)indole). As a reaction SMILES: [Br:1][C:2]1[CH:10]=[C:9]2[C:5]([C:6]([C:11]3[CH2:12][CH2:13][N:14]([CH3:17])[CH2:15][CH:16]=3)=[CH:7][NH:8]2)=[CH:4][CH:3]=1.[CH3:18][O:19][C:20]1[CH:28]=[CH:27][C:23]([C:24](Cl)=[O:25])=[CH:22][CH:21]=1>>[Br:1][C:2]1[CH:10]=[C:9]2[C:5]([C:6]([C:11]3[CH2:12][CH2:13][N:14]([CH3:17])[CH2:15][CH:16]=3)=[CH:7][N:8]2[C:24](=[O:25])[C:23]2[CH:27]=[CH:28][C:20]([O:19][CH3:18])=[CH:21][CH:22]=2)=[CH:4][CH:3]=1. Procedure: (17.4 mg, 48%); from 6-bromo-3-(1-methyl-1,2,3,6-tetrahydro-4-pyridinyl)-1H-indole (Example 4f, 25.0 mg, 0.086 mmol) and 4-methoxybenzoyl chloride (26 uL, 0.17 mmol); HRMS-FAB+ for C22H21O2N2Br, calculated MH+ : 425.08646; found: 425.08292.